This data is from the Open Reaction Database (ORD), a public repository of structured organic reaction records. The task is: describe an organic reaction: reactants, conditions, products, and yield Starting materials: COc1ccccc1C1(Cl)C(=O)Nc2ccc(Cl)cc21, O=C(O)C(F)(F)F, CN(C)C(=O)CCC(N)C(=O)N(C)C. Product: COc1ccccc1C1(NC(CCC(=O)N(C)C)C(=O)N(C)C)C(=O)Nc2ccc(Cl)cc21. Reaction SMILES: [Cl:1][C:2]1([c:13]2[c:14]([O:19][CH3:20])[cH:15][cH:16][cH:17][cH:18]2)[C:3](=[O:12])[NH:4][c:5]2[cH:6][cH:7][c:8]([Cl:11])[cH:9][c:10]21.[F:21][C:22]([F:23])([F:24])[C:25]([OH:26])=[O:27].[NH2:28][CH:29]([C:30](=[O:31])[N:32]([CH3:33])[CH3:34])[CH2:35][CH2:36][C:37](=[O:38])[N:39]([CH3:40])[CH3:41]>>[C:2]1([c:13]2[c:14]([O:19][CH3:20])[cH:15][cH:16][cH:17][cH:18]2)([NH:28][CH:29]([C:30](=[O:31])[N:32]([CH3:33])[CH3:34])[CH2:35][CH2:36][C:37](=[O:38])[N:39]([CH3:40])[CH3:41])[C:3](=[O:12])[NH:4][c:5]2[cH:6][cH:7][c:8]([Cl:11])[cH:9][c:10]21.